Dataset: the Open Reaction Database (ORD), a public repository of structured organic reaction records. Task: describe an organic reaction: reactants, conditions, products, and yield The reactants are Oc1ccc(CCNCc2ccccc2)c2cn[nH]c12, CO, Cl. Yields the product NCCc1ccc(O)c2[nH]ncc12. As a reaction SMILES: [CH2:1]([c:2]1[cH:3][cH:4][cH:5][cH:6][cH:7]1)[NH:8][CH2:9][CH2:10][c:11]1[c:12]2[cH:13][n:14][nH:15][c:16]2[c:17]([OH:20])[cH:18][cH:19]1.[CH3:22][OH:23].[ClH:21]>>[NH2:8][CH2:9][CH2:10][c:11]1[c:12]2[cH:13][n:14][nH:15][c:16]2[c:17]([OH:20])[cH:18][cH:19]1. The reactants are C(C)(=O)Cl (acetyl chloride), OC=1C(=C(C=O)C=CC1OC)CCC (3-hydroxy-4-methoxy-2propylbenzaldehyde), [H-].[Na+] (sodium hydride). Run in CN(C=O)C (dimethylformamide), CN(C=O)C (dimethylformamide). Reaction conditions: time 30 minute. Yields the product C(C)(=O)OC=1C(=C(C=O)C=CC1OC)CCC (3-Acetyloxy-4-methoxy-2-propylbenzaldehyde). RXN SMILES: [OH:1][C:2]1[C:3]([CH2:12][CH2:13][CH3:14])=[C:4]([CH:7]=[CH:8][C:9]=1[O:10][CH3:11])[CH:5]=[O:6].[H-].[Na+].[C:17](Cl)(=[O:19])[CH3:18]>CN(C)C=O>[C:17]([O:1][C:2]1[C:3]([CH2:12][CH2:13][CH3:14])=[C:4]([CH:7]=[CH:8][C:9]=1[O:10][CH3:11])[CH:5]=[O:6])(=[O:19])[CH3:18] |f:1.2|. Procedure details: A solution of 3-hydroxy-4-methoxy-2propylbenzaldehyde (36.6 g) in dry dimethylformamide (50 ml) was added to a suspension of sodium hydride (4.5 g) in dry dimethylformamide (20 ml) in a nitrogen atmosphere. The mixture was stirred at 20° for 30 mins followed by the addition of acetyl chloride (13.5 ml) dropwise over a period of 15 min. The mixture was stirred at 20° for 24 hours. The reactants are C(N)(=O)C=1C=C(C=CC1F)C=1C(=NC=C(C1)N1C(C2=CC=CC=C2C1=O)=O)[C@H](CC1=CC(=CC(=C1)F)F)NC(OC(C)(C)C)=O ((S)-tert-butyl 1-(3-(3-carbamoyl-4-fluorophenyl)-5-(1,3-dioxoisoindolin-2-yl)pyridin-2-yl)-2-(3,5-difluorophenyl)ethylcarbamate), Cl.O1CCOCC1 (HCl 1,4-dioxane). Solvent: CO (methanol). Conditions: temperature 0 celsius, time 10 minute. Yields the product Cl.N[C@@H](CC1=CC(=CC(=C1)F)F)C1=NC=C(C=C1C=1C=CC(=C(C(=O)N)C1)F)N1C(C2=CC=CC=C2C1=O)=O ((S)-5-(2-(1-amino-2-(3,5-difluorophenyl)ethyl)-5-(1,3-dioxoisoindolin-2-yl)pyridin-3-yl)-2-fluorobenzamide hydrochloride). RXN SMILES: [C:1]([C:4]1[CH:5]=[C:6]([C:11]2[C:12]([C@@H:28]([NH:38]C(=O)OC(C)(C)C)[CH2:29][C:30]3[CH:35]=[C:34]([F:36])[CH:33]=[C:32]([F:37])[CH:31]=3)=[N:13][CH:14]=[C:15]([N:17]3[C:25](=[O:26])[C:24]4[C:19](=[CH:20][CH:21]=[CH:22][CH:23]=4)[C:18]3=[O:27])[CH:16]=2)[CH:7]=[CH:8][C:9]=1[F:10])(=[O:3])[NH2:2].[ClH:46].O1CCOCC1>CO>[ClH:46].[NH2:38][C@H:28]([C:12]1[C:11]([C:6]2[CH:7]=[CH:8][C:9]([F:10])=[C:4]([CH:5]=2)[C:1]([NH2:2])=[O:3])=[CH:16][C:15]([N:17]2[C:18](=[O:27])[C:19]3[C:24](=[CH:23][CH:22]=[CH:21][CH:20]=3)[C:25]2=[O:26])=[CH:14][N:13]=1)[CH2:29][C:30]1[CH:35]=[C:34]([F:36])[CH:33]=[C:32]([F:37])[CH:31]=1 |f:1.2,4.5|. Procedure: (S)-tert-butyl 1-(3-(3-carbamoyl-4-fluorophenyl)-5-(1,3-dioxoisoindolin-2-yl)pyridin-2-yl)-2-(3,5-difluorophenyl)ethylcarbamate (30G, 29 mg, 0.047 mmol) was dissolved in 0.5 mL of methanol and cooled to 0° C. To it was added 4N HCl/1,4-dioxane (0.05 ml). The reaction mixture was stirred at room temperature for 10 minutes and concentrated to afford the title product. MS (m/z) 516.96 [M+H]+. Starting materials: O=C([O-])[O-], COc1cc2nc[nH]c(=O)c2cc1OC, ClCCCI, [K+], [K+], CN(C)C=O, O=c1ncc2ccccc2[nH]1. Yields the product COc1cc2ncn(CCCCl)c(=O)c2cc1OC. RXN SMILES: [C:32](=[O:33])([O-:34])[O-:35].[CH3:1][O:2][c:3]1[cH:4][c:5]2[c:6](=[O:15])[nH:7][cH:8][n:9][c:10]2[cH:11][c:12]1[O:13][CH3:14].[Cl:27][CH2:28][CH2:29][CH2:30][I:31].[K+:36].[K+:37].[O:38]=[CH:39][N:40]([CH3:41])[CH3:42].[nH:16]1[c:17]2[c:18]([cH:19][cH:20][cH:21][cH:22]2)[cH:23][n:24][c:25]1=[O:26]>>[CH3:1][O:2][c:3]1[cH:4][c:5]2[c:6](=[O:15])[n:7]([CH2:30][CH2:29][CH2:28][Cl:27])[cH:8][n:9][c:10]2[cH:11][c:12]1[O:13][CH3:14]. Starting materials: OC1=C(C(=O)OC)C(=CC(=C1CCC(=C)C)OC)\C=C\C1=CC=CC=C1 (methyl 2-hydroxy-3-isopentenyl-4-methoxy-6-[(E)-styryl]-benzoate), N (ammonia), ice water. Yields the product OC1=C(C(=O)N)C(=CC(=C1CCC(=C)C)OC)\C=C\C1=CC=CC=C1 (2-hydroxy-3-isopentenyl-4-methoxy-6-[(E)-styryl]benzamide). Isolated yield 92.0%. As a reaction SMILES: [OH:1][C:2]1[C:11]([CH2:12][CH2:13][C:14]([CH3:16])=[CH2:15])=[C:10]([O:17][CH3:18])[CH:9]=[C:8](/[CH:19]=[CH:20]/[C:21]2[CH:26]=[CH:25][CH:24]=[CH:23][CH:22]=2)[C:3]=1[C:4](OC)=[O:5].[NH3:27]>>[OH:1][C:2]1[C:11]([CH2:12][CH2:13][C:14]([CH3:16])=[CH2:15])=[C:10]([O:17][CH3:18])[CH:9]=[C:8](/[CH:19]=[CH:20]/[C:21]2[CH:26]=[CH:25][CH:24]=[CH:23][CH:22]=2)[C:3]=1[C:4]([NH2:27])=[O:5]. Procedure: Dissolve compound 8 (1.0 g, 2.84 mmol) in methanolic ammonia (10%, 10 ml), reflux to react for 4-6h, after completion, pour the solution into ice water, extract the solution with ethyl acetate, desiccate the organic layer over anhydrous magnesium sulfate. Filter and concentrate the solution, redissolve the residue, feed the solution into a chromatographic column, evaporate the solvent in the eluent to obtain a white solid as the target product (0.86 g, 92%). 1H NMR (400 MHz, DMSO-d6): 1.79 (s, 3... Reactants: C1(=CC=CC=C1)P(C1=CC=CC=C1)C1=CC=CC=C1 (triphenylphosphine), N(=NC(=O)[O-])C(=O)OCC (ethyl azodicarboxylate), ON(C(=O)C=1C=NC2=CC=C(C=C2C1O)F)C1=CC=CC=C1 (N,4-dihydroxy-6-fluoro-N-phenyl-3-quinoline carboxamide). Run in CN(C=O)C (dimethylformamide). Reaction conditions: temperature 0 celsius, time 15 minute. Yields the product FC1=CC=2C3=C(C=NC2C=C1)C(N(O3)C3=CC=CC=C3)=O (8-fluoro-2-phenylisoxazolo(4,5-c)quinolin-3-(2H)-one). Yield: 14.7%. Reaction SMILES: C1(P(C2C=CC=CC=2)C2C=CC=CC=2)C=CC=CC=1.N(C(OCC)=O)=NC([O-])=O.O[N:31]([C:46]1[CH:51]=[CH:50][CH:49]=[CH:48][CH:47]=1)[C:32]([C:34]1[CH:35]=[N:36][C:37]2[C:42]([C:43]=1[OH:44])=[CH:41][C:40]([F:45])=[CH:39][CH:38]=2)=[O:33]>CN(C)C=O>[F:45][C:40]1[CH:39]=[CH:38][C:37]2[N:36]=[CH:35][C:34]3[C:32](=[O:33])[N:31]([C:46]4[CH:51]=[CH:50][CH:49]=[CH:48][CH:47]=4)[O:44][C:43]=3[C:42]=2[CH:41]=1. Procedure: Into a mixture of 8.81 g of triphenylphosphine and 50 ml of dimethylformamide, 5.58 g of ethyl azodicarboxylate were poured at 10°-15° C. and after continued stirring for 15 minutes, 6.68 g of the product of Step A were added in small fractions. Stirring was maintained for 2 hours at 0° C. and for 16 hours at ambient temperature and the crystallized product was separated. The filtrate was poured into iced water, and extracted with dichloromethane. The organic phase was washed with water, dried a...